From a dataset of the Open Reaction Database (ORD), a public repository of structured organic reaction records. describe an organic reaction: reactants, conditions, products, and yield Starting materials: C(C1=CC=CC=C1)(=O)N[C@@H](CCCCNC(C1=CC=CC=C1)=O)C(=O)O (N,N'-Dibenzoyl lysine), C1(CCCCC1)N=C=NC1CCCCC1 (dicyclohexylcarbodiimide). Run in O1CCOCC1 (dioxan), O1CCOCC1 (dioxan). Run at time 2 hour. The product is C(C1=CC=CC=C1)(=O)NCCCCC1=NC(OC1=O)C1=CC=CC=C1 (4-(4-benzamidobutyl)-2-phenyl-5-oxazolone). Isolated yield 85.9%. RXN SMILES: [C:1]([NH:9][C@H:10]([C:24]([OH:26])=[O:25])[CH2:11][CH2:12][CH2:13][CH2:14][NH:15][C:16](=[O:23])[C:17]1[CH:22]=[CH:21][CH:20]=[CH:19][CH:18]=1)(=O)[C:2]1[CH:7]=[CH:6][CH:5]=[CH:4][CH:3]=1.C1(N=C=NC2CCCCC2)CCCCC1>O1CCOCC1>[C:16]([NH:15][CH2:14][CH2:13][CH2:12][CH2:11][C:10]1[C:24](=[O:25])[O:26][CH:1]([C:2]2[CH:3]=[CH:4][CH:5]=[CH:6][CH:7]=2)[N:9]=1)(=[O:23])[C:17]1[CH:18]=[CH:19][CH:20]=[CH:21][CH:22]=1. Reported procedure: N,N'-Dibenzoyl lysine (140.4 g, 0.36 mol) dissolved in dioxan (350 ml) was added over 45 min to dicyclohexylcarbodiimide (88.0 g, 0.43 mol) in dioxan (193 ml). After stirring for 2 hours the mixture was set aside overnight, filtered from dicyclohexylurea (88.1 g), concentrated to half volume and added to H2O. The precipitate was collected and recrystallised from methylal to give 4-(4-benzamidobutyl)-2-phenyl-5-oxazolone (104 g, 86%) m.p. 118°-122°. The reactants are CCN=C=NCCCN(C)C, CN1CCOCC1, CC(C)(C)OC(=O)N1CCN(C2c3ccc(Cl)cc3CCc3cccnc32)CC1C(=O)O, Cl, [Na], CN(C)C=O, On1nnc2ccccc21, c1cn(CCC2CCCCN2)cn1. Product: CC(C)(C)OC(=O)N1CCN(C2c3ccc(Cl)cc3CCc3cccnc32)CC1C(=O)N1CCCCC1CCn1ccnc1. RXN SMILES: [CH3:48][N:49]([CH3:50])[CH2:51][CH2:52][CH2:53][N:54]=[C:55]=[N:56][CH2:57][CH3:58].[CH3:69][N:70]1[CH2:71][CH2:72][O:73][CH2:74][CH2:75]1.[Cl:1][c:2]1[cH:3][cH:4][c:5]2[c:6]([cH:32]1)[CH2:7][CH2:8][c:9]1[c:10]([n:11][cH:12][cH:13][cH:14]1)[CH:15]2[N:16]1[CH2:17][CH:18]([C:29](=[O:30])[OH:31])[N:19]([C:22](=[O:23])[O:24][C:25]([CH3:26])([CH3:27])[CH3:28])[CH2:20][CH2:21]1.[ClH:47].[Na:33].[O:76]=[CH:77][N:78]([CH3:79])[CH3:80].[OH:59][n:60]1[c:61]2[cH:62][cH:63][cH:64][cH:65][c:66]2[n:67][n:68]1.[n:34]1([CH2:39][CH2:40][CH:41]2[NH:42][CH2:43][CH2:44][CH2:45][CH2:46]2)[cH:35][n:36][cH:37][cH:38]1>>[Cl:1][c:2]1[cH:3][cH:4][c:5]2[c:6]([cH:32]1)[CH2:7][CH2:8][c:9]1[c:10]([n:11][cH:12][cH:13][cH:14]1)[CH:15]2[N:16]1[CH2:17][CH:18]([C:29](=[O:30])[N:42]2[CH:41]([CH2:40][CH2:39][n:34]3[cH:35][n:36][cH:37][cH:38]3)[CH2:46][CH2:45][CH2:44][CH2:43]2)[N:19]([C:22](=[O:23])[O:24][C:25]([CH3:26])([CH3:27])[CH3:28])[CH2:20][CH2:21]1. Reactants: CC(C)(C)OC(=O)Nc1cc(OCC2CC2)c(C(F)(F)F)cc1NC(=O)CC(=O)c1cccc(-c2cccnc2)c1, ClCCl, O=C(O)C(F)(F)F. Product: O=C1CC(c2cccc(-c3cccnc3)c2)=Nc2cc(OCC3CC3)c(C(F)(F)F)cc2N1. As a reaction SMILES: [C:1]([O:2][C:3](=[O:4])[NH:7][c:8]1[c:9]([NH:23][C:24]([CH2:25][C:26](=[O:5])[c:27]2[cH:28][c:29](-[c:33]3[cH:34][n:35][cH:36][cH:37][cH:38]3)[cH:30][cH:31][cH:32]2)=[O:40])[cH:10][c:11]([C:19]([F:20])([F:21])[F:22])[c:12]([O:14][CH2:15][CH:16]2[CH2:17][CH2:18]2)[cH:13]1)([CH3:6])([CH3:39])[CH3:41].[Cl:49][CH2:50][Cl:51].[F:42][C:43]([F:44])([F:45])[C:46]([OH:47])=[O:48]>>[N:7]1=[C:26]([c:27]2[cH:28][c:29](-[c:33]3[cH:34][n:35][cH:36][cH:37][cH:38]3)[cH:30][cH:31][cH:32]2)[CH2:25][C:24](=[O:40])[NH:23][c:9]2[c:8]1[cH:13][c:12]([O:14][CH2:15][CH:16]1[CH2:17][CH2:18]1)[c:11]([C:19]([F:20])([F:21])[F:22])[cH:10]2.